Dataset: the Open Reaction Database (ORD), a public repository of structured organic reaction records. Task: describe an organic reaction: reactants, conditions, products, and yield Reactants: C(#N)C1=CC=C(OC=2C=C(C(=O)O)C=C(C2)OC2=CC=C(C=C2)C#N)C=C1 (3,5-bis-(4-cyano-phenoxy)-benzoic acid), C(C)(C)(C)OC(=O)N1CCC(CC1)N (4-amino-piperidine-1-carboxylic acid tert-butyl ester). Yields the product C(C)(C)(C)OC(=O)N1CCC(CC1)NC(C1=CC(=CC(=C1)OC1=CC=C(C=C1)C#N)OC1=CC=C(C=C1)C#N)=O (4-[3,5-Bis-(4-cyano-phenoxy)-benzoylamino]-piperidine-1-carboxylic Acid Tert-butyl Ester). Yield: 73.7%. RXN SMILES: [C:1]([C:3]1[CH:27]=[CH:26][C:6]([O:7][C:8]2[CH:9]=[C:10]([CH:14]=[C:15]([O:17][C:18]3[CH:23]=[CH:22][C:21]([C:24]#[N:25])=[CH:20][CH:19]=3)[CH:16]=2)[C:11]([OH:13])=O)=[CH:5][CH:4]=1)#[N:2].[C:28]([O:32][C:33]([N:35]1[CH2:40][CH2:39][CH:38]([NH2:41])[CH2:37][CH2:36]1)=[O:34])([CH3:31])([CH3:30])[CH3:29]>>[C:28]([O:32][C:33]([N:35]1[CH2:40][CH2:39][CH:38]([NH:41][C:11](=[O:13])[C:10]2[CH:9]=[C:8]([O:7][C:6]3[CH:26]=[CH:27][C:3]([C:1]#[N:2])=[CH:4][CH:5]=3)[CH:16]=[C:15]([O:17][C:18]3[CH:23]=[CH:22][C:21]([C:24]#[N:25])=[CH:20][CH:19]=3)[CH:14]=2)[CH2:37][CH2:36]1)=[O:34])([CH3:31])([CH3:29])[CH3:30]. Procedure: Following the procedure of Example 5(c) 3,5-bis-(4-cyano-phenoxy)-benzoic acid 0.45 g (1.26 mmol) and 4-amino-piperidine-1-carboxylic acid tert-butyl ester (0.252 g, 1.26 mmol) were, used to afford 0.5 g of the required product. 1H NMR (DMSO-d6): δ 1.40 (9H, s), 1.75 (2H, m), 2.82 (2H, m), 3.18 (2H, d), 3.92 (3H, m), 7.25 (5H, m), 7.54 (2H, d), 7.88 (4H, d), 38 (1H, brs). Reactants: C(C1=CC=CC=C1)O[C@@]1(CC[C@@]2([C@H](CCCC=3C2=CC=2C=NN(C2C3)C3=CC=C(C=C3)F)C1)CN1S(CCC1)(=O)=O)C(F)(F)F (2-(((3R,4aR,12bS)-3-(benzyloxy)-9-(4-fluorophenyl)-3-(trifluoromethyl)-1,2,3,4,4a,5,6,7,9,12b-decahydrobenzo[6,7]cyclohepta[1,2-f]indazol-12b-yl)methyl)isothiazolidine 1,1-dioxide), B(Br)(Br)Br (BBr3). Run in C(Cl)Cl (DCM). Run at time 30 minute. Product: FC1=CC=C(C=C1)N1N=CC=2C=C3C(=CC12)CCC[C@H]1[C@]3(CC[C@@](C1)(C(F)(F)F)O)CN1S(CCC1)(=O)=O (2-(((3R,4aR,12bS)-9-(4-fluorophenyl)-3-hydroxy-3-(trifluoromethyl)-1,2,3,4,4a,5,6,7,9,12b-decahydrobenzo[6,7]cyclohepta[1,2-f]indazol-12b-yl)methyl)isothiazolidine 1,1-dioxide). Reaction SMILES: C([O:8][C@@:9]1([C:42]([F:45])([F:44])[F:43])[CH2:33][C@H:13]2[CH2:14][CH2:15][CH2:16][C:17]3[C:18](=[CH:19][C:20]4[CH:21]=[N:22][N:23]([C:26]5[CH:31]=[CH:30][C:29]([F:32])=[CH:28][CH:27]=5)[C:24]=4[CH:25]=3)[C@:12]2([CH2:34][N:35]2[CH2:39][CH2:38][CH2:37][S:36]2(=[O:41])=[O:40])[CH2:11][CH2:10]1)C1C=CC=CC=1.B(Br)(Br)Br>C(Cl)Cl>[F:32][C:29]1[CH:28]=[CH:27][C:26]([N:23]2[C:24]3[CH:25]=[C:17]4[CH2:16][CH2:15][CH2:14][C@@H:13]5[CH2:33][C@@:9]([OH:8])([C:42]([F:45])([F:43])[F:44])[CH2:10][CH2:11][C@@:12]5([CH2:34][N:35]5[CH2:39][CH2:38][CH2:37][S:36]5(=[O:40])=[O:41])[C:18]4=[CH:19][C:20]=3[CH:21]=[N:22]2)=[CH:31][CH:30]=1. Procedure details: A solution of 2-(((3R,4aR,12bS)-3-(benzyloxy)-9-(4-fluorophenyl)-3-(trifluoromethyl)-1,2,3,4,4a,5,6,7,9,12b-decahydrobenzo[6,7]cyclohepta[1,2-f]indazol-12b-yl)methyl)isothiazolidine 1,1-dioxide (35, R1=4-Fluorophenyl, R3=Trifluoromethyl, Rg=Benzyl) (63 mg, 0.10 mmol) in DCM (3 mL) was cooled to about 0° C. and treated with BBr3 (0.40 mL, 0.40 mmol). The mixture was stirred for about 30 min, then the reaction was quenched by dropwise addition of MeOH (5 mL) and warmed to rt. The reaction was conc... Reactants: COC(=O)C1(N(CCC1)C(=O)OC(C)(C)C)CCC=O (2-(3-oxopropyl)pyrrolidine-1,2-dicarboxylic acid 1-tert-butyl ester 2-methyl ester), C(C1=CC=CC=C1)N (benzylamine), [Cl-].[NH4+] (ammonium chloride), C(C)(=O)O[BH-](OC(C)=O)OC(C)=O.[Na+] (sodium triacetoxyborohydride). Run in O1CCCC1 (tetrahydrofuran), O (water). Reaction conditions: temperature 0 celsius, time 1 hour. Product: COC(=O)C1(N(CCC1)C(=O)OC(C)(C)C)CCCNCC1=CC=CC=C1 (2-(3-benzylaminopropyl)pyrrolidine-1,2-dicarboxylic acid 1-tert-butyl ester 2-methyl ester). Reaction SMILES: [CH3:1][O:2][C:3]([C:5]1([CH2:17][CH2:18][CH:19]=O)[CH2:9][CH2:8][CH2:7][N:6]1[C:10]([O:12][C:13]([CH3:16])([CH3:15])[CH3:14])=[O:11])=[O:4].[CH2:21]([NH2:28])[C:22]1[CH:27]=[CH:26][CH:25]=[CH:24][CH:23]=1.C(O[BH-](OC(=O)C)OC(=O)C)(=O)C.[Na+].[Cl-].[NH4+]>O1CCCC1.O>[CH3:1][O:2][C:3]([C:5]1([CH2:17][CH2:18][CH2:19][NH:28][CH2:21][C:22]2[CH:27]=[CH:26][CH:25]=[CH:24][CH:23]=2)[CH2:9][CH2:8][CH2:7][N:6]1[C:10]([O:12][C:13]([CH3:14])([CH3:15])[CH3:16])=[O:11])=[O:4] |f:2.3,4.5|. Reported procedure: To a solution of 2-(3-oxopropyl)pyrrolidine-1,2-dicarboxylic acid 1-tert-butyl ester 2-methyl ester (5.68 g) in tetrahydrofuran (57 ml) was added benzylamine (6.53 ml) at room temperature, and the mixture was stirred for 1 hour. The mixture was cooled to 0° C., and thereto was added sodium triacetoxyborohydride (5.07 g). The mixture was stirred at room temperature for 12.5 hours. To the reaction mixture were added water (12 ml) and saturated aqueous ammonium chloride solution (200 ml), and the m... Procedure details: The present invention provides a process for preparation of Teriflunomide. Ethylacetoacetate (II) and 4-trifluoromethyl aniline (III) is refluxed in a solvent. The solvent is selected from aromatic hydrocarbon such as toluene, xylene, nitrobenzene, benzene and the like or mixtures thereof. The reaction mixture is refluxed for about 48 hours. The Reaction mixture is concentrated and purified by column chromatography to give pure 3-oxo-N-(4-trifluoromethylphenyl)butanamide (IV). As a reaction SMILES: [CH3:1]/[C:2](/[OH:19])=[C:3](/[C:6]([NH:8][C:9]1[CH:10]=[CH:11][C:12]([C:15]([F:18])([F:17])[F:16])=[CH:13][CH:14]=1)=[O:7])\C#N.C(OC(=O)CC(C)=O)C.FC(F)(F)C1C=CC(N)=CC=1.[N+](C1C=CC=CC=1)([O-])=O>C1C=CC=CC=1.C1(C)C(C)=CC=CC=1.C1(C)C=CC=CC=1>[O:19]=[C:2]([CH3:1])[CH2:3][C:6]([NH:8][C:9]1[CH:14]=[CH:13][C:12]([C:15]([F:16])([F:17])[F:18])=[CH:11][CH:10]=1)=[O:7]. Run in C1(=CC=CC=C1)C (toluene), C=1(C(=CC=CC1)C)C (xylene), C1=CC=CC=C1 (benzene). Starting materials: C/C(=C(\C#N)/C(=O)NC=1C=CC(=CC1)C(F)(F)F)/O (Teriflunomide), aromatic hydrocarbon, C(C)OC(CC(=O)C)=O (Ethylacetoacetate), FC(C1=CC=C(N)C=C1)(F)F (4-trifluoromethylaniline), [N+](=O)([O-])C1=CC=CC=C1 (nitrobenzene). Product: O=C(CC(=O)NC1=CC=C(C=C1)C(F)(F)F)C (3-oxo-N-(4-trifluoromethylphenyl)butanamide).